Dataset: the Open Reaction Database (ORD), a public repository of structured organic reaction records. Task: describe an organic reaction: reactants, conditions, products, and yield Reactants: Brc1ccc2[nH]c3ccccc3c2c1OCC1CO1, NCC1CCN(CCC(F)(F)F)CC1. Yields the product OC(CNCC1CCN(CCC(F)(F)F)CC1)COc1c(Br)ccc2[nH]c3ccccc3c12. RXN SMILES: [Br:1][c:2]1[cH:3][cH:4][c:5]2[nH:6][c:7]3[cH:8][cH:9][cH:10][cH:11][c:12]3[c:13]2[c:14]1[O:15][CH2:16][CH:17]1[O:18][CH2:19]1.[NH2:20][CH2:21][CH:22]1[CH2:23][CH2:24][N:25]([CH2:28][CH2:29][C:30]([F:31])([F:32])[F:33])[CH2:26][CH2:27]1>>[Br:1][c:2]1[cH:3][cH:4][c:5]2[nH:6][c:7]3[cH:8][cH:9][cH:10][cH:11][c:12]3[c:13]2[c:14]1[O:15][CH2:16][CH:17]([OH:18])[CH2:19][NH:20][CH2:21][CH:22]1[CH2:23][CH2:24][N:25]([CH2:28][CH2:29][C:30]([F:31])([F:32])[F:33])[CH2:26][CH2:27]1. Reactants: COC=1C=C(C=CC1OC)C1=NCCC2=CC(=CC=C12)C (1-(3,4-Dimethoxyphenyl)-6-methyl-3,4-dihydroisoquinoline), C1CCCC2=CC=CC=C12 (tetralin). Reagents/catalysts: [Pd] (Pd/C). Run in CCOCC (ether). Reaction conditions: time 3.75 hour. The product is COC=1C=C(C=CC1OC)C1=NC=CC2=CC(=CC=C12)C (1-(3,4-dimethoxyphenyl)-6-methylisoquinoline). Yield: 107.4%. RXN SMILES: [CH3:1][O:2][C:3]1[CH:4]=[C:5]([C:11]2[C:20]3[C:15](=[CH:16][C:17]([CH3:21])=[CH:18][CH:19]=3)[CH2:14][CH2:13][N:12]=2)[CH:6]=[CH:7][C:8]=1[O:9][CH3:10].C1C2C(=CC=CC=2)CCC1>CCOCC.[Pd]>[CH3:1][O:2][C:3]1[CH:4]=[C:5]([C:11]2[C:20]3[C:15](=[CH:16][C:17]([CH3:21])=[CH:18][CH:19]=3)[CH:14]=[CH:13][N:12]=2)[CH:6]=[CH:7][C:8]=1[O:9][CH3:10]. Procedure details: A mixture of 1-(3,4-dimethoxyphenyl)-6-methyl-3,4-dihydroisoquinoline (C2) (5.0 g, 0.018 mol), 10% Pd/C (400 mg) and tetralin (50 ml) was boiled under nitrogen for 3.75 h. The cooled reaction mixture was diluted with ether and filtered The filtrate was treated with HCl gas to give 5.4 g (98%) of the title compound as the hydrochloride. A sample was recrystallized from i-PrOH to give pure 1-(3,4-dimethoxyphenyl)-6-methylisoquinoline hydrochloride, mp 225° dec. Reactants: FC1=CC=C(C=C1)[N+](=O)[O-] (4-fluoronitrobenzene), C(C#C)N (propargylamine), [F-].[K+] (potassium fluoride), C([O-])([O-])=O.[K+].[K+] (potassium carbonate). Solvent: CS(=O)C (dimethylsulfoxide), O (water). Yields the product [N+](=O)([O-])C1=CC=C(C=C1)NCC#C (4-nitro-N-2-propynylbenzenamine). As a reaction SMILES: F[C:2]1[CH:7]=[CH:6][C:5]([N+:8]([O-:10])=[O:9])=[CH:4][CH:3]=1.[CH2:11]([NH2:14])[C:12]#[CH:13].[F-].[K+].C(=O)([O-])[O-].[K+].[K+]>CS(C)=O.O>[N+:8]([C:5]1[CH:6]=[CH:7][C:2]([NH:14][CH2:11][C:12]#[CH:13])=[CH:3][CH:4]=1)([O-:10])=[O:9] |f:2.3,4.5.6|. The yield is 48.9%. Procedure: A mixture of 26.6 g (189 mmol) of 4-fluoronitrobenzene, 20.8 g (377 mmol) of propargylamine, 11 g (189 mmol) of potassium fluoride, and 26 g (188 mmol) of potassium carbonate in 600 ml of dimethylsulfoxide is stirred at room temperature under a nitrogen atmosphere for twenty hours. The reaction mixture is poured into 1.5 l of water and stirred at room temperature for two hours. The yellow solid is filtered, rinsed with water, and then isopropyl alcohol. The product is dried in vacuo at 50° C. fo... The reactants are COc1cccc2c1Oc1ccccc1C2C(=O)Cl, CCn1nnc(N)n1. Yields the product CCn1nnc(NC(=O)C2c3ccccc3Oc3c(OC)cccc32)n1. Reaction SMILES: [CH3:9][O:10][c:11]1[cH:12][cH:13][cH:14][c:15]2[c:24]1[O:23][c:22]1[c:17]([cH:18][cH:19][cH:20][cH:21]1)[CH:16]2[C:25](=[O:26])[Cl:27].[NH2:1][c:2]1[n:3][n:4][n:5]([CH2:7][CH3:8])[n:6]1>>[NH:1]([c:2]1[n:3][n:4][n:5]([CH2:7][CH3:8])[n:6]1)[C:25]([CH:16]1[c:15]2[cH:14][cH:13][cH:12][c:11]([O:10][CH3:9])[c:24]2[O:23][c:22]2[c:17]1[cH:18][cH:19][cH:20][cH:21]2)=[O:26]. Reactants: C(C)(=O)OCC (Ethyl acetate), [OH-].[Na+] (sodium hydroxide), C(=O)(OC(C)(C)C)OC(=O)[O-] (t-butyl dicarbonate), C1NCCCC2=C1C=C(C=C2)O (2,3,4,5-tetrahydro-1H-2-benzazepin-8-ol). The solvent is C(Cl)(Cl)Cl (chloroform), O (water). Run at time 16 hour. The product is resultant residues, C(C)(=O)OCC.C(C)(C)OC(C)C (ethyl acetate isopropyl ether). Reaction SMILES: [OH-].[Na+].C(OC([O-])=O)(O[C:6](C)([CH3:8])[CH3:7])=O.C1C2[CH:21]=[C:22]([OH:25])[CH:23]=CC=2CCCN1.[C:26]([O:29][CH2:30][CH3:31])(=[O:28])[CH3:27]>C(Cl)(Cl)Cl.O>[C:26]([O:29][CH2:30][CH3:31])(=[O:28])[CH3:27].[CH:6]([O:25][CH:22]([CH3:21])[CH3:23])([CH3:8])[CH3:7] |f:0.1,7.8|. Procedure: 2 N sodium hydroxide (40 ml) and t-butyl dicarbonate were added at 0° C. to a solution of 2,3,4,5-tetrahydro-1H-2-benzazepin-8-ol hydrobromate (12.0 g, 49.2 mm) in chloroform (40 ml) and water (40 ml), and the mixture was stirred at room temperature for 16 hours. Ethyl acetate was added to the resulting mixture which was then washed with a saturated saline solution and dried over anhydrous sodium sulfate. The solvent was concentrated under reduced pressure, and the resultant residues were formed... Reactants: Si-Thiol, O1C(CCCC1)N1N=CC=C1B1OC(C(O1)(C)C)(C)C (1-(Tetrahydro-2H-pyran-2-yl)-5-(4,4,5,5-tetramethyl-1,3,2-dioxaborolan-2-yl)-1H-pyrazole), [O-]P(=O)([O-])[O-].[K+].[K+].[K+] (K3PO4), BrC=1C(=NC=C(C(=O)NC2=CC=C(C=C2)OC(F)(F)Cl)C1)N1C[C@@H](CC1)O ((R)-5-bromo-N-(4-(chlorodifluoromethoxy)phenyl)-6-(3-hydroxypyrrolidin-1-yl)nicotinamide). Reagents/catalysts: C=1C=CC(=CC1)[P](C=2C=CC=CC2)(C=3C=CC=CC3)[Pd]([P](C=4C=CC=CC4)(C=5C=CC=CC5)C=6C=CC=CC6)([P](C=7C=CC=CC7)(C=8C=CC=CC8)C=9C=CC=CC9)[P](C=1C=CC=CC1)(C=1C=CC=CC1)C=1C=CC=CC1 (Pd(PPh3)4). Run in C1(=CC=CC=C1)C (toluene), CO.C(Cl)Cl (MeOH DCM), [Cl-].[Na+].O (brine). Run at temperature 110 celsius, time 4 hour. Yields the product ClC(OC1=CC=C(C=C1)NC(C1=CN=C(C(=C1)C1=CC=NN1)N1C[C@@H](CC1)O)=O)(F)F ((R)—N-(4-(Chlorodifluoromethoxy)phenyl)-6-(3-hydroxypyrrolidin-1-yl)-5-(1H-pyrazol-5-yl)nicotinamide). As a reaction SMILES: O1CCCCC1[N:7]1[C:11](B2OC(C)(C)C(C)(C)O2)=[CH:10][CH:9]=[N:8]1.[O-]P([O-])([O-])=O.[K+].[K+].[K+].Br[C:30]1[C:31]([N:50]2[CH2:54][CH2:53][C@@H:52]([OH:55])[CH2:51]2)=[N:32][CH:33]=[C:34]([CH:49]=1)[C:35]([NH:37][C:38]1[CH:43]=[CH:42][C:41]([O:44][C:45]([Cl:48])([F:47])[F:46])=[CH:40][CH:39]=1)=[O:36]>C1(C)C=CC=CC=1.[Cl-].[Na+].O.CO.C(Cl)Cl.C1C=CC([P]([Pd]([P](C2C=CC=CC=2)(C2C=CC=CC=2)C2C=CC=CC=2)([P](C2C=CC=CC=2)(C2C=CC=CC=2)C2C=CC=CC=2)[P](C2C=CC=CC=2)(C2C=CC=CC=2)C2C=CC=CC=2)(C2C=CC=CC=2)C2C=CC=CC=2)=CC=1>[Cl:48][C:45]([F:46])([F:47])[O:44][C:41]1[CH:42]=[CH:43][C:38]([NH:37][C:35](=[O:36])[C:34]2[CH:49]=[C:30]([C:11]3[NH:7][N:8]=[CH:9][CH:10]=3)[C:31]([N:50]3[CH2:54][CH2:53][C@@H:52]([OH:55])[CH2:51]3)=[N:32][CH:33]=2)=[CH:39][CH:40]=1 |f:1.2.3.4,7.8.9,10.11,^1:74,76,95,114|. Procedure: 1-(Tetrahydro-2H-pyran-2-yl)-5-(4,4,5,5-tetramethyl-1,3,2-dioxaborolan-2-yl)-1H-pyrazole (29.6 g, 102 mmol), K3PO4 (51.6 g, 236 mmol) and Pd(PPh3)4 (4.55 g, 3.93 mmol) were added to a suspension of (R)-5-bromo-N-(4-(chlorodifluoromethoxy)phenyl)-6-(3-hydroxypyrrolidin-1-yl)nicotinamide (Stage 9.2, 36.4 g, 79 mmol) in toluene (360 mL) under an argon atmosphere and the mixture was stirred at 110° C. for 4 h. The RM was poured into brine (500 mL) and extracted with EtOAc (2×1 L). The combined extra... Starting materials: BrC=1C=C(C(=C2C=NNC12)CO)C[C@H](C(=O)O)CC(=O)O ((S)-2-((7-Bromo-4-(hydroxymethyl)-1H-indazol-5-yl)methyl)succinic acid), O.C1(=CC=C(C=C1)S(=O)(=O)O)C (p-Toluenesulfonic acid monohydrate). Run in C1(=CC=CC=C1)C (toluene). Conditions: time 18 hour. Product: BrC1=CC2=C(C=3C=NNC13)COC([C@@H](C2)CC(=O)O)=O ((S)-2-(4-bromo-8-oxo-6,7,8,10-tetrahydro-3H-oxepino[3,4-e]indazol-7-yl)acetic acid). Yield: 99.0%. Reaction SMILES: [Br:1][C:2]1[CH:3]=[C:4]([CH2:13][C@@H:14]([CH2:18][C:19]([OH:21])=[O:20])[C:15]([OH:17])=[O:16])[C:5]([CH2:11]O)=[C:6]2[C:10]=1[NH:9][N:8]=[CH:7]2.O.C1(C)C=CC(S(O)(=O)=O)=CC=1>C1(C)C=CC=CC=1>[Br:1][C:2]1[C:10]2[NH:9][N:8]=[CH:7][C:6]=2[C:5]2[CH2:11][O:16][C:15](=[O:17])[C@H:14]([CH2:18][C:19]([OH:21])=[O:20])[CH2:13][C:4]=2[CH:3]=1 |f:1.2|. Procedure: (S)-2-((7-Bromo-4-(hydroxymethyl)-1H-indazol-5-yl)methyl)succinic acid (95 mg, 0.266 mmol) was suspended in toluene (15 mL). p-Toluenesulfonic acid monohydrate (3.5 mg, 0.018 mmol) was added to the mixture. Reaction was warmed to reflux and held with stirring for 18 hours. Mixture was concentrated to dryness. Title compound was obtained as tan solid in 99% yield. LCMS (M−H)−=339.0, 337.0. The reactants are OCC=1C=NC=2C=C3C(=CC2N1)CC1(C(NC2=NC=CC=C21)=O)C3 ((±)-2-(Hydroxymethyl)-6,8-dihydrospiro[cyclopenta[g]quinoxaline-7,3′-pyrrolo[2,3-b]pyridin]-2′(1′H)-one). The reagents and catalysts are [O-2].[Mn+4].[O-2] (manganese (IV) oxide). Run in C(Cl)(Cl)Cl (CHCl3), CO (MeOH). The product is O=C1C2(C=3C(=NC=CC3)N1)CC=1C(=CC=3N=C(C=NC3C1)C=O)C2 ((±)-2′-Oxo-1′,2′,6,8-tetrahydrospiro[cyclopenta[g]quinoxaline-7,3′-pyrrolo[2,3-b]pyridine]-2-carbaldehyde). As a reaction SMILES: [OH:1][CH2:2][C:3]1[CH:4]=[N:5][C:6]2[CH:7]=[C:8]3[CH2:24][C:14]4([C:22]5[C:17](=[N:18][CH:19]=[CH:20][CH:21]=5)[NH:16][C:15]4=[O:23])[CH2:13][C:9]3=[CH:10][C:11]=2[N:12]=1>C(Cl)(Cl)Cl.CO.[O-2].[Mn+4].[O-2]>[O:23]=[C:15]1[NH:16][C:17]2=[N:18][CH:19]=[CH:20][CH:21]=[C:22]2[C:14]21[CH2:13][C:9]1=[CH:10][C:11]3[N:12]=[C:3]([CH:2]=[O:1])[CH:4]=[N:5][C:6]=3[CH:7]=[C:8]1[CH2:24]2 |f:3.4.5|. Procedure details: A mixture of (±)-2-(hydroxymethyl)-6,8-dihydrospiro[cyclopenta[g]quinoxaline-7,3′-pyrrolo[2,3-b]pyridin]-2′(1′H)-one from Step A (35 mg, 0.11 mmol) and manganese (IV) oxide (158 mg, 1.82 mmol) in CHCl3 (5 mL) and MeOH (0.1 mL) was heated at reflux for 18 h. The cooled mixture was filtered through a pad of Celite, washing with CH2Cl2 and MeOH, and the filtrate was concentrated in vacuo to give the title compound. MS: m/z=358 (M+1+CH3CN). Reactants: ClC1=C(C(=NC=C1)N1C(C2=CC=3CC(CC3N2CC1)(C)C)=O)C=O (4-Chloro-2-{4,4-dimethyl-9-oxo-1,10-diazatricyclo[6.4.0.02,6]dodeca-2(6),7-dien-10-yl}pyridine-3-carbaldehyde), CN1C(C(=CC(=C1)B1OC(C(O1)(C)C)(C)C)NC1=NN2C(CN(CC2)C)=C1)=O (1-Methyl-3-(5-methyl-4,5,6,7-tetrahydropyrazolo[1,5-a]pyrazin-2-ylamino)-5-(4,4,5,5-tetramethyl-1,3,2-dioxaborolan-2-yl)pyridin-2(1H)-one), K3CO3. The reagents and catalysts are C1=CC=C(C=C1)P([C-]2C=CC=C2)C3=CC=CC=C3.C1=CC=C(C=C1)P([C-]2C=CC=C2)C3=CC=CC=C3.Cl[Pd]Cl.[Fe+2] (Pd(dppf)Cl2). Solvent: CN(C)C=O (DMF). Conditions: temperature 110 celsius. Product: CC1(CC=2N3CCN(C(C3=CC2C1)=O)C1=NC=CC(=C1C=O)C1=CN(C(C(=C1)NC1=NN2C(CN(CC2)C)=C1)=O)C)C (2-{4,4-Dimethyl-9-oxo-1,10-diazatricyclo[6.4.0.02,6]dodeca-2(6),7-dien-10-yl}-4-[1-methyl-5-({5-methyl-4H,5H,6H,7H-pyrazolo[1,5-a]pyrazin-2-yl}amino)-6-oxo-1,6-dihydropyridin-3-yl]pyridine-3-carbaldehyde). Yield: 74.3%. As a reaction SMILES: Cl[C:2]1[CH:7]=[CH:6][N:5]=[C:4]([N:8]2[CH2:19][CH2:18][N:17]3[C:10](=[CH:11][C:12]4[CH2:13][C:14]([CH3:21])([CH3:20])[CH2:15][C:16]=43)[C:9]2=[O:22])[C:3]=1[CH:23]=[O:24].[CH3:25][N:26]1[CH:31]=[C:30](B2OC(C)(C)C(C)(C)O2)[CH:29]=[C:28]([NH:41][C:42]2[CH:51]=[C:45]3[CH2:46][N:47]([CH3:50])[CH2:48][CH2:49][N:44]3[N:43]=2)[C:27]1=[O:52]>C1C=CC(P(C2C=CC=CC=2)[C-]2C=CC=C2)=CC=1.C1C=CC(P(C2C=CC=CC=2)[C-]2C=CC=C2)=CC=1.Cl[Pd]Cl.[Fe+2].CN(C=O)C>[CH3:20][C:14]1([CH3:21])[CH2:13][C:12]2[CH:11]=[C:10]3[N:17]([CH2:18][CH2:19][N:8]([C:4]4[C:3]([CH:23]=[O:24])=[C:2]([C:30]5[CH:29]=[C:28]([NH:41][C:42]6[CH:51]=[C:45]7[CH2:46][N:47]([CH3:50])[CH2:48][CH2:49][N:44]7[N:43]=6)[C:27](=[O:52])[N:26]([CH3:25])[CH:31]=5)[CH:7]=[CH:6][N:5]=4)[C:9]3=[O:22])[C:16]=2[CH2:15]1 |f:2.3.4.5|. Reported procedure: A 100-mL single-neck round-bottomed flask equipped with a magnetic stirrer and a reflux condenser was charged with 141a (130 mg, 0.38 mmol), 1-methyl-3-(5-methyl-4,5,6,7-tetrahydropyrazolo[1,5-a]pyrazin-2-ylamino)-5-(4,4,5,5-tetramethyl-1,3,2-dioxaborolan-2-yl)pyridin-2(1H)-one 135a (146 mg, 0.38 mmol), Pd(dppf)Cl2 (31 mg, 0.038 mmol), K3CO3 (105 mg, 0.76 mmol), and DMF (20 mL). After three cycles of vacuum/argon flush, the mixture was heated at 110° C. for 2 h. It was then cooled to room temper...